This data is from the Open Reaction Database (ORD), a public repository of structured organic reaction records. The task is: describe an organic reaction: reactants, conditions, products, and yield The reactants are CC(=O)OCC1OC(O)C(N2C(=O)c3ccccc3C2=O)C(OC(C)=O)C1OC(C)=O, N#CC(Cl)(Cl)Cl, ClCCl, [K+], [K+], O=C([O-])[O-]. Product: CC(=O)OCC1OC(OC(=N)C(Cl)(Cl)Cl)C(N2C(=O)c3ccccc3C2=O)C(OC(C)=O)C1OC(C)=O. Reaction SMILES: [C:1]([CH3:2])(=[O:3])[O:4][CH:5]1[CH:6]([N:21]2[C:22](=[O:31])[c:23]3[c:24]([cH:27][cH:28][cH:29][cH:30]3)[C:25]2=[O:26])[CH:7]([OH:8])[O:9][CH:10]([CH2:16][O:17][C:18]([CH3:19])=[O:20])[CH:11]1[O:12][C:13]([CH3:14])=[O:15].[Cl:32][C:33]([C:34]#[N:35])([Cl:36])[Cl:37].[Cl:44][CH2:45][Cl:46].[K+:38].[K+:39].[O-:40][C:41]([O-:42])=[O:43]>>[C:1]([CH3:2])(=[O:3])[O:4][CH:5]1[CH:6]([N:21]2[C:22](=[O:31])[c:23]3[c:24]([cH:27][cH:28][cH:29][cH:30]3)[C:25]2=[O:26])[CH:7]([O:8][C:34]([C:33]([Cl:32])([Cl:36])[Cl:37])=[NH:35])[O:9][CH:10]([CH2:16][O:17][C:18]([CH3:19])=[O:20])[CH:11]1[O:12][C:13]([CH3:14])=[O:15]. The reactants are Cl.NC1=CC2=C(OC=C2)C=C1 (5-aminobenzo[b]furan hydrochloride), C(C1=CC=CC=C1)Br (benzyl bromide), C(=O)(O)[O-].[Na+] (NaHCO3). The solvent is CS(=O)C (DMSO). Product: C(C1=CC=CC=C1)N(C1=CC2=C(OC=C2)C=C1)CC1=CC=CC=C1 (5-Dibenzylaminobenzo[b]furan). RXN SMILES: Cl.[NH2:2][C:3]1[CH:11]=[CH:10][C:6]2[O:7][CH:8]=[CH:9][C:5]=2[CH:4]=1.[CH2:12](Br)[C:13]1[CH:18]=[CH:17][CH:16]=[CH:15][CH:14]=1.C([O-])(O)=O.[Na+]>CS(C)=O>[CH2:12]([N:2]([CH2:9][C:5]1[CH:6]=[CH:10][CH:11]=[CH:3][CH:4]=1)[C:3]1[CH:11]=[CH:10][C:6]2[O:7][CH:8]=[CH:9][C:5]=2[CH:4]=1)[C:13]1[CH:18]=[CH:17][CH:16]=[CH:15][CH:14]=1 |f:0.1,3.4|. Procedure details: A stirred solution of 5-aminobenzo[b]furan hydrochloride in dry DMSO is treated with excess benzyl bromide followed by solid NaHCO3 to give the title compound.